Dataset: the Open Reaction Database (ORD), a public repository of structured organic reaction records. Task: describe an organic reaction: reactants, conditions, products, and yield Starting materials: C(C1=CC=CC=C1)OC=1C(=CC2=C(CCO2)C1)C=CC=1N(C=CN1)C (1-(5-benzyloxy-2,3-dihydrobenzofuran-6-yl)-2-(1-methylimidazol-2-yl)ethene). The reagents and catalysts are [Pd] (Pd/C). Run in C(C)O (ethyl alcohol). Product: CN1C(=NC=C1)CCC1=CC2=C(CCO2)C=C1O (6-(2-(1-methylimidazol-2-yl)ethyl)-5-hydroxy-2,3-dihydrobenzofuran). The yield is 81.9%. As a reaction SMILES: C([O:8][C:9]1[C:10]([CH:18]=[CH:19][C:20]2[N:21]([CH3:25])[CH:22]=[CH:23][N:24]=2)=[CH:11][C:12]2[O:16][CH2:15][CH2:14][C:13]=2[CH:17]=1)C1C=CC=CC=1>C(O)C.[Pd]>[CH3:25][N:21]1[CH:22]=[CH:23][N:24]=[C:20]1[CH2:19][CH2:18][C:10]1[C:9]([OH:8])=[CH:17][C:13]2[CH2:14][CH2:15][O:16][C:12]=2[CH:11]=1. Procedure details: Approximately a 1:1 ratio of cis and trans isomers of 1-(5-benzyloxy-2,3-dihydrobenzofuran-6-yl)-2-(1-methylimidazol-2-yl)ethene (104 mg, 0.3 mmoles) was hydrogenated in ethyl alcohol (15 ml) at room temperature using 10% Pd/C (15 mg) as a catalyst which was removed by suction filtration of the reaction mixture through a bed of celite. The catalyst bed was washed with ethyl alcohol (2×10 ml) and the filtrate was evaporated in vacuo to afford a white solid. Recrystallization from methlene chlorid... Starting materials: BrC12CC3(CC(CC(C1)C3)(C2)C)C (1-bromo-3,5-dimethyl adamantane), NC(=O)N (urea), Cl (hydrochloric acid). Solvent: C(=O)O (formic acid). Run at temperature 80 celsius, time 3 hour. Product: NC12CC3(CC(CC(C1)C3)(C2)C)C (1-amino-3,5-dimethyl adamantane). Reaction SMILES: Br[C:2]12[CH2:11][C:6]3([CH3:12])[CH2:7][CH:8]([CH2:10][C:4]([CH3:13])([CH2:5]3)[CH2:3]1)[CH2:9]2.[NH2:14]C(N)=O.Cl>C(O)=O>[NH2:14][C:2]12[CH2:11][C:6]3([CH3:12])[CH2:7][CH:8]([CH2:10][C:4]([CH3:13])([CH2:5]3)[CH2:3]1)[CH2:9]2. Reported procedure: To 100 g of 1-bromo-3,5-dimethyl adamantane and 86 g of urea, adding 80 ml of 80 wt % formic acid, heating to 80° C. and holding for 3 hours. Cooling to the room temperature and adding 95 ml of concentrated hydrochloric acid to hydrolyze at 80° C. for about 1 hour. Adjusting with 30% sodium hydroxide to a pH of 12, extracting with toluene twice, combining the organic layers and washing with water. Concentrating under reduced pressure to yield a limpid yellow solution as the 1-amino-3,5-dimethyl ... Starting materials: OC(CCCC\C=C(\C)/C=1C=C(OCC=2C=C(C(C(=O)OC)=CC2)C(=O)OC)C=CC1)(C)C (dimethyl 4-[3-((Z)-7-hydroxy-1,7-dimethyloct-1-enyl)phenoxymethyl]phthalate), [BH4-].[Li+] (lithium borohydride). Product: OCC=1C=C(COC=2C=C(C=CC2)\C(=C/CCCCC(C)(O)C)\C)C=CC1CO ((Z)-8-[3-(3,4-bis-Hydroxymethylbenzyloxy)phenyl]-2-methylnon-7-en-2-ol). As a reaction SMILES: [OH:1][C:2]([CH3:33])([CH3:32])[CH2:3][CH2:4][CH2:5][CH2:6]/[CH:7]=[C:8](\[C:10]1[CH:11]=[C:12]([CH:29]=[CH:30][CH:31]=1)[O:13][CH2:14][C:15]1[CH:16]=[C:17]([C:25](OC)=[O:26])[C:18](=[CH:23][CH:24]=1)[C:19](OC)=[O:20])/[CH3:9].[BH4-].[Li+]>>[OH:26][CH2:25][C:17]1[CH:16]=[C:15]([CH:24]=[CH:23][C:18]=1[CH2:19][OH:20])[CH2:14][O:13][C:12]1[CH:11]=[C:10](/[C:8](/[CH3:9])=[CH:7]\[CH2:6][CH2:5][CH2:4][CH2:3][C:2]([CH3:32])([OH:1])[CH3:33])[CH:31]=[CH:30][CH:29]=1 |f:1.2|. Procedure details: In a manner similar to Example 53(e), by reacting 790 mg (1.8 mmol) of dimethyl 4-[3-((Z)-7-hydroxy-1,7-dimethyloct-1-enyl)phenoxymethyl]phthalate (prepared in a manner similar to Example 73(a)) with 118 mg (5.4 mmol) of lithium borohydride, a colourless oil is obtained (m=621 mg; Y=86%). The product is CCOC(=O)CCC(=O)Oc1ccc(C=C(C#N)c2ccc(OC)c(OC)c2)cc1. Reactants: CCOC(=O)CCC(=O)O, COc1ccc(C(C#N)=Cc2ccc(O)cc2)cc1OC, [Cl-], c1ccncc1. As a reaction SMILES: [CH2:23]([CH3:24])[O:25][C:26]([CH2:27][CH2:28][C:29](=[O:30])[OH:31])=[O:32].[CH3:1][O:2][c:3]1[cH:4][c:5]([C:11]([C:12]#[N:13])=[CH:14][c:15]2[cH:16][cH:17][c:18]([OH:21])[cH:19][cH:20]2)[cH:6][cH:7][c:8]1[O:9][CH3:10].[Cl-:22].[cH:33]1[cH:34][cH:35][n:36][cH:37][cH:38]1>>[CH3:1][O:2][c:3]1[cH:4][c:5]([C:11]([C:12]#[N:13])=[CH:14][c:15]2[cH:16][cH:17][c:18]([O:21][C:29]([CH2:28][CH2:27][C:26]([O:25][CH2:23][CH3:24])=[O:32])=[O:30])[cH:19][cH:20]2)[cH:6][cH:7][c:8]1[O:9][CH3:10]. Reactants: COC(=O)C(CC(C)C)OC(c1ccccc1)c1ccc(-c2cccnc2)cc1, COCCBr, CC#N. The product is [Br-], COCC[n+]1cccc(-c2ccc(C(OC(CC(C)C)C(=O)OC)c3ccccc3)cc2)c1. Reaction SMILES: [CH3:1][CH:2]([CH2:3][CH:4]([C:5](=[O:6])[O:7][CH3:8])[O:9][CH:10]([c:11]1[cH:12][cH:13][c:14](-[c:17]2[cH:18][n:19][cH:20][cH:21][cH:22]2)[cH:15][cH:16]1)[c:23]1[cH:24][cH:25][cH:26][cH:27][cH:28]1)[CH3:29].[CH3:30][O:31][CH2:32][CH2:33][Br:34].[CH3:35][C:36]#[N:37]>>[Br-:34].[CH3:1][CH:2]([CH2:3][CH:4]([C:5](=[O:6])[O:7][CH3:8])[O:9][CH:10]([c:11]1[cH:12][cH:13][c:14](-[c:17]2[cH:18][n+:19]([CH2:33][CH2:32][O:31][CH3:30])[cH:20][cH:21][cH:22]2)[cH:15][cH:16]1)[c:23]1[cH:24][cH:25][cH:26][cH:27][cH:28]1)[CH3:29]. Reactants: C1COCCO1, COC(=O)c1cc([N+](=O)[O-])c(N)c(F)c1F, N, O. The product is COC(=O)c1cc([N+](=O)[O-])c(N)c(F)c1N. As a reaction SMILES: [CH2:17]1[O:18][CH2:19][CH2:20][O:21][CH2:22]1.[NH2:1][c:2]1[c:3]([F:16])[c:4]([F:15])[c:5]([C:6](=[O:7])[O:8][CH3:9])[cH:10][c:11]1[N+:12](=[O:13])[O-:14].[NH3:23].[OH2:24]>>[NH2:1][c:2]1[c:3]([F:16])[c:4]([NH2:23])[c:5]([C:6](=[O:7])[O:8][CH3:9])[cH:10][c:11]1[N+:12](=[O:13])[O-:14]. As a reaction SMILES: [BH4-:41].[C:43]([OH:44])(=[O:45])[CH3:46].[CH2:32]([CH3:33])[N:34]1[CH:35]([CH3:40])[CH2:36][NH:37][CH2:38][CH2:39]1.[Cl:29][CH2:30][Cl:31].[Na+:42].[O:1]=[c:2]1[nH:3][n:4][c:5]2[c:6]3[c:7]([cH:8][cH:9][cH:10][c:11]13)[NH:12][CH:13]([c:21]1[cH:22][cH:23][c:24]([CH:25]=[O:26])[cH:27][cH:28]1)[CH:14]2[c:15]1[cH:16][cH:17][cH:18][cH:19][cH:20]1>>[O:1]=[c:2]1[nH:3][n:4][c:5]2[c:6]3[c:7]([cH:8][cH:9][cH:10][c:11]13)[NH:12][CH:13]([c:21]1[cH:22][cH:23][c:24]([CH2:25][N:37]3[CH2:36][CH:35]([CH3:40])[N:34]([CH2:32][CH3:33])[CH2:39][CH2:38]3)[cH:27][cH:28]1)[CH:14]2[c:15]1[cH:16][cH:17][cH:18][cH:19][cH:20]1. Reactants: [BH4-], CC(=O)O, CCN1CCNCC1C, ClCCl, [Na+], O=Cc1ccc(C2Nc3cccc4c(=O)[nH]nc(c34)C2c2ccccc2)cc1. Product: CCN1CCN(Cc2ccc(C3Nc4cccc5c(=O)[nH]nc(c45)C3c3ccccc3)cc2)CC1C. The reactants are O(C1=CC=CC=C1)C=1C=C(N)C=CC1 (3-phenoxyaniline), [H-].[Na+] (NaH), FC(OC=1C=C(CBr)C=CC1)(F)F (3-trifluoromethoxybenzyl bromide), FC(OC=1C=C(CBr)C=CC1)(F)F (3-trifluoromethoxybenzyl bromide). Run in C1CCCCC1 (cyclohexane). Product: [OH-].[NH4+] (ammonium hydroxide), C(C1=CC=CC=C1)NC1=CC=CC=C1 (N-benzylaniline). Reaction SMILES: [O:1]([C:8]1[CH:9]=[C:10]([CH:12]=[CH:13][CH:14]=1)[NH2:11])C1C=CC=CC=1.[H-].[Na+].FC(F)(F)O[C:20]1[CH:21]=[C:22]([CH:25]=[CH:26][CH:27]=1)[CH2:23]Br>C1CCCCC1>[OH-:1].[NH4+:11].[CH2:23]([NH:11][C:10]1[CH:9]=[CH:8][CH:14]=[CH:13][CH:12]=1)[C:22]1[CH:25]=[CH:26][CH:27]=[CH:20][CH:21]=1 |f:1.2,5.6|. Procedure details: To a solution of 3-phenoxyaniline (10.9 g, 58.8 mmol) in 100 mL of cyclohexane was added solid NaH (60% in mineral oil, 1.96 g, 49 mmol). Then 3-trifluoromethoxybenzyl bromide (10.0 g, 39.2 mmol) was added dropwise under a nitrogen atmosphere, and the mixture was heated to reflux for 18 h, at which time TLC analysis indicated that no 3-trifluoromethoxybenzyl bromide remained. The reaction mixture was cooled to room temperature and quenched with water, then extracted with ether. The either layer ... Reactants: FC1=CC=C(C=C1)C1=NC(=NC(=C1/C=C/[C@H](C[C@H](CC(=O)[O-])O)O)C(C)C)N(S(=O)(=O)C)C.[Na+] (sodium (E)-7-[4-(4-fluorophenyl)-6-isopropyl-2-[methyl(methylsulfonyl)amino]pyrimidin-5-yl]-(3R,5S)-3,5-dihydroxyhept-6-enoate), [Cl-].[Na+] (sodium chloride), Cl (hydrochloric acid). The solvent is C(C)#N (acetonitrile). Run at temperature -5 celsius, time 90 minute. The product is FC1=CC=C(C=C1)C1=NC(=NC(=C1/C=C/[C@H](C[C@H](CC(=O)[O-])O)O)C(C)C)N(S(=O)(=O)C)C.C(C)[NH3+] (ethylammonium (E)-7-[4-(4-fluorophenyl)-6-isopropyl-2-[methyl(methylsulfonyl)amino]pyrimidin-5-yl]-(3R,5S)-3,5-dihydroxyhept-6-enoate). Reaction SMILES: [F:1][C:2]1[CH:7]=[CH:6][C:5]([C:8]2[C:13](/[CH:14]=[CH:15]/[C@@H:16]([OH:24])[CH2:17][C@@H:18]([OH:23])[CH2:19][C:20]([O-:22])=[O:21])=[C:12]([CH:25]([CH3:27])[CH3:26])[N:11]=[C:10]([N:28]([CH3:33])[S:29]([CH3:32])(=[O:31])=[O:30])[N:9]=2)=[CH:4][CH:3]=1.[Na+].[Cl-].[Na+].Cl>C(#N)C>[F:1][C:2]1[CH:7]=[CH:6][C:5]([C:8]2[C:13](/[CH:14]=[CH:15]/[C@@H:16]([OH:24])[CH2:17][C@@H:18]([OH:23])[CH2:19][C:20]([O-:22])=[O:21])=[C:12]([CH:25]([CH3:27])[CH3:26])[N:11]=[C:10]([N:28]([CH3:33])[S:29]([CH3:32])(=[O:31])=[O:30])[N:9]=2)=[CH:4][CH:3]=1.[CH2:8]([NH3+:9])[CH3:5] |f:0.1,2.3,6.7|. Reported procedure: A solution of sodium (E)-7-[4-(4-fluorophenyl)-6-isopropyl-2-[methyl(methylsulfonyl)amino]pyrimidin-5-yl]-(3R,5S)-3,5-dihydroxyhept-6-enoate in aqueous acetonitrile (11 ml) containing sodium chloride (1.4 g) was cooled to −5° C. and the pH adjusted to 3.4 to 4 with 1M hydrochloric acid. The aqueous phase was separated off and the organic phase was filtered through anhydrous magnesium sulphate. Acetonitrile (14 ml) was added to the organic phase and aqueous ethylamine (0.21 ml) was added. The sol...